The task is: describe an organic reaction: reactants, conditions, products, and yield. This data is from the Open Reaction Database (ORD), a public repository of structured organic reaction records. Reactants: C(C1=CC=CC=C1)(=O)NC1=NC(N([C@H]2C[C@H](O)[C@@H](CO)O2)C=C1CC)=O (N-benzoyl-2'-deoxy-5-ethylcytidine), C1(=CC=CC=C1)P(C1=CC=CC=C1)C1=CC=CC=C1 (triphenylphosphine), [N-]=[N+]=[N-].[Na+] (sodium azide), C(Br)(Br)(Br)Br (carbon tetrabromide). Solvent: CN(C=O)C (dimethylformamide), CO (methanol). Reaction conditions: time 20 hour. Product: N(=[N+]=[N-])C[C@@H]1[C@H](C[C@@H](O1)N1C(=O)N=C(NC(C2=CC=CC=C2)=O)C(=C1)CC)O (5'-azido-4-N-benzoyl-2',5'-dideoxy-5-ethylcytidine). Yield: 65.1%. Reaction SMILES: [C:1]([NH:9][C:10]1[C:23]([CH2:24][CH3:25])=[CH:22][N:13]([C@@H:14]2[O:21][C@H:18]([CH2:19]O)[C@@H:16]([OH:17])[CH2:15]2)[C:12](=[O:26])[N:11]=1)(=[O:8])[C:2]1[CH:7]=[CH:6][CH:5]=[CH:4][CH:3]=1.C1(P(C2C=CC=CC=2)C2C=CC=CC=2)C=CC=CC=1.[N-:46]=[N+:47]=[N-:48].[Na+].C(Br)(Br)(Br)Br>CN(C)C=O.CO>[N:46]([CH2:19][C@H:18]1[O:21][C@@H:14]([N:13]2[CH:22]=[C:23]([CH2:24][CH3:25])[C:10]([NH:9][C:1](=[O:8])[C:2]3[CH:7]=[CH:6][CH:5]=[CH:4][CH:3]=3)=[N:11][C:12]2=[O:26])[CH2:15][C@@H:16]1[OH:17])=[N+:47]=[N-:48] |f:2.3|. Procedure: A mixture of 1.436 g of N-benzoyl-2'-deoxy-5-ethylcytidine, 1.072 g of triphenylphosphine, 1.304 g of sodium azide and 1.360 g of carbon tetrabromide in 16 ml of dimethylformamide was stirred at room temperature for 20 hours. 8 ml of methanol were added, the mixture was stirred for 30 minutes and then evaporated. The residue was suspended in 80 ml of water and extracted three times with 100 ml of ethyl acetate each time. The combined ethyl acetate extracts were washed with water and evaporated. ...